From a dataset of the Open Reaction Database (ORD), a public repository of structured organic reaction records. describe an organic reaction: reactants, conditions, products, and yield The reactants are C(C)OP(=O)(OCC)CC(=O)OCC (ethyl diethylphosphonoacetate), C(C)(C)(C)C1=C(C=C(C=C1)C=O)[N+](=O)[O-] (2-t-butyl-5-formyl-1-nitrobenzene), [H-].[Na+] (sodium hydride). Solvent: CN(C=O)C (dimethylformamide), C(C)OCC (diethyl ether), CN(C=O)C (dimethylformamide), CN(C=O)C (dimethylformamide), CCCCCC (hexane). Reaction conditions: time 40 minute. The product is C(C)(C)(C)C1=C(C=C(C=C1)\C=C\C(=O)OCC)[N+](=O)[O-] (2-t-Butyl-5-[(E)-2-ethoxycarbonylethenyl]-1-nitrobenzene). Yield: 57.1%. As a reaction SMILES: [H-].[Na+].C(OP([CH2:11][C:12]([O:14][CH2:15][CH3:16])=[O:13])(OCC)=O)C.[C:17]([C:21]1[CH:26]=[CH:25][C:24]([CH:27]=O)=[CH:23][C:22]=1[N+:29]([O-:31])=[O:30])([CH3:20])([CH3:19])[CH3:18]>CCCCCC.CN(C)C=O.C(OCC)C>[C:17]([C:21]1[CH:26]=[CH:25][C:24](/[CH:27]=[CH:11]/[C:12]([O:14][CH2:15][CH3:16])=[O:13])=[CH:23][C:22]=1[N+:29]([O-:31])=[O:30])([CH3:20])([CH3:18])[CH3:19] |f:0.1|. Reported procedure: 8.0 g (0.18 mol) of sodium hydride (as a 55% w/w dispersion in mineral oil) was washed twice with hexane and suspended in 250 ml of dimethylformamide. A solution of 31 ml (0.16 mol) of ethyl diethylphosphonoacetate in 50 ml of dimethylformamide was then added, with ice-cooling, to the suspension, and the resulting mixture was stirred at room temperature for 40 minutes. At the end of this time, the mixture was ice-cooled and a solution of 27 g (0.13 mol) of 2-t-butyl-5-formyl-1-nitrobenzene [prep... The reactants are C(C=C)C1=CC=C(C=C1)C(C)C (p-allylcumene). Reagents/catalysts: [Os](Cl)(Cl)Cl (osmium trichloride). Product: C(=C\C)/C1=CC=C(C=C1)C(C)C (trans-p-propenylcumene). Isolated yield 57.0%. As a reaction SMILES: [CH2:1]([C:4]1[CH:9]=[CH:8][C:7]([CH:10]([CH3:12])[CH3:11])=[CH:6][CH:5]=1)[CH:2]=[CH2:3]>[Os](Cl)(Cl)Cl>[CH:1](/[C:4]1[CH:5]=[CH:6][C:7]([CH:10]([CH3:12])[CH3:11])=[CH:8][CH:9]=1)=[CH:2]\[CH3:3]. Procedure details: A mixture of 5 g. of p-allylcumene and 5 mg. of osmium trichloride is brought to 110° C. for 71/2 hours. After distillation, a fraction weighing 4.2 g. containing (as measured by gas-liquid chromatography) 31% of p-allylcumene, 12% of cis-p-propenylcumene and 57% of trans-p-propenylcumene is obtained. The conversion rate is 74% and the yield is 78.5%, based on the converted p-allylcumene.